From a dataset of the Open Reaction Database (ORD), a public repository of structured organic reaction records. describe an organic reaction: reactants, conditions, products, and yield Reagents/catalysts: [Pd](Cl)Cl (palladium (II) chloride), [Pd] (Pd/C). Starting materials: C(#N)C=1C(=NC(=CC1C)Cl)Cl (3-cyano-2,6-dichloro-4-methylpyridine). Yields the product C(#N)C=1C=NC=CC1C (3-cyano-4-methylpyridine). As a reaction SMILES: [C:1]([C:3]1[C:4](Cl)=[N:5][C:6](Cl)=[CH:7][C:8]=1[CH3:9])#[N:2]>[Pd](Cl)Cl.[Pd]>[C:1]([C:3]1[CH:4]=[N:5][CH:6]=[CH:7][C:8]=1[CH3:9])#[N:2]. Procedure details: hydrogenating the 3-cyano-2,6-dichloro-4-methylpyridine produced in b) in the presence of an organic solvent, with an hydrogenation catalyst selected from the group consisting of palladium (II) chloride and 10% Pd/C, at 50 to 150 psi, at a temperature of from 20° C. to 100° C., for 6 to 24 hours, to produce 3-cyano-4-methylpyridine; Reactants: COC1(OC(C=C1)OC)CNC(C)=O (2,5-dimethoxy-2(acetamidomethyl)-2,5-dihydrofuran), C(C)(=O)NCC=1OC=CC1 (2(acetamidomethyl)-furan), C(C)(=O)NCC=1OC=CC1 (2(acetamidomethyl)-furan), COC1(OC(C=C1)OC)CNC(C)=O (2,5-dimethoxy-2(acetamidomethyl)-2,5-dihydrofuran). Solvent: C(C)(=O)O (acetic acid). Product: COC1(OC(CC1)OC)CNC(C)=O (2,5-dimethoxy-2(acetamidomethyl)-tetrahydrofuran), NC1=CC=CC=C1 (aniline). As a reaction SMILES: C([NH:4][CH2:5][C:6]1O[CH:8]=[CH:9][CH:10]=1)(=O)C.[CH3:11][O:12][C:13]1([CH2:20][NH:21][C:22](=[O:24])[CH3:23])[CH:17]=[CH:16][CH:15]([O:18][CH3:19])[O:14]1>C(O)(=O)C>[CH3:11][O:12][C:13]1([CH2:20][NH:21][C:22](=[O:24])[CH3:23])[CH2:17][CH2:16][CH:15]([O:18][CH3:19])[O:14]1.[NH2:4][C:5]1[CH:6]=[CH:10][CH:9]=[CH:8][CH:11]=1. Reported procedure: Clauson-Kaas and Tyle [Acta Chem. Scand. 6, 667 (1952)] described the methoxylation of 2(acetamidomethyl)-furan (Formula II) to 2,5-dimethoxy-2(acetamidomethyl)-2,5-dihydrofuran (Formula III). This compound was hydrogenated with catalyst to give 2,5-dimethoxy-2(acetamidomethyl)-tetrahydrofuran (Formula IV), which with aniline in acetic acid medium gave 1-phenyl-2-(acetamidomethyl)-pyrrole (Formula V), with a mean yield of 81% according to the following scheme: ##STR4##